From a dataset of the Open Reaction Database (ORD), a public repository of structured organic reaction records. describe an organic reaction: reactants, conditions, products, and yield The reactants are solid, C(O)([O-])=O.[Na+] (sodium hydrogencarbonate), C[Si](Cl)(C)C (trimethylchlorosilane), CN(C(CC(C)=O)(CC)C1=CC=CC=C1)C (4-dimethylamino-4-phenylhexanone), solution, C(C)(C)(C)[Li] (tert-butyl lithium), C(C)[Si](C#CC[C@H](CI)C)(CC)CC (triethyl-((R)-5-iodo-4-methylpent-1-inyl)silane), [Cl-].[NH4+] (ammonium chloride). Solvent: C(C)OCC (diethyl ether), C(C)OCC (diethyl ether), CCCCC (pentane), C(C)OCC (diethyl ether). Conditions: time 30 minute. Yields the product CN(C1(CCC(CC1)(O)C[C@@H](CC#C[Si](CC)(CC)CC)C)C1=CC=CC=C1)C ((R)-4-dimethylamino-1-(2-methyl-5-(triethylsilyl)pent-4-inyl)-4-phenylcyclohexanol). Reaction SMILES: C([Li])(C)(C)C.[CH2:6]([Si:8]([CH2:18][CH3:19])([CH2:16][CH3:17])[C:9]#[C:10][CH2:11][C@@H:12]([CH3:15])[CH2:13]I)[CH3:7].[CH3:20][N:21]([CH3:35])[C:22]([C:29]1[CH:34]=[CH:33][CH:32]=[CH:31][CH:30]=1)([CH2:27][CH3:28])[CH2:23][C:24](=O)[CH3:25].C[Si](C)(C)Cl.[Cl-].[NH4+].C(=O)([O-])[OH:44].[Na+]>CCCCC.C(OCC)C>[CH3:20][N:21]([CH3:35])[C:22]1([C:29]2[CH:34]=[CH:33][CH:32]=[CH:31][CH:30]=2)[CH2:27][CH2:28][C:25]([CH2:13][C@H:12]([CH3:15])[CH2:11][C:10]#[C:9][Si:8]([CH2:18][CH3:19])([CH2:16][CH3:17])[CH2:6][CH3:7])([OH:44])[CH2:24][CH2:23]1 |f:4.5,6.7|. Reported procedure: A 1.7 M solution of tert-butyl lithium (7.8 mL, 13.3 mmol) in pentane was added in drops to a solution of triethyl-((R)-5-iodo-4-methylpent-1-inyl)silane (2.15 g, 6.6 mmol) in anhydrous diethyl ether (100 mL) at −85° C. in argon, wherein the inside temperature was held at −85° C. After stirring for 2 h at −85° C. a solution of 4-dimethylamino-4-phenylhexanone (1.43 g, 6.6 mmol) in anhydrous diethyl ether (30 mL) was added in drops at this temperature and stirred for a further 30 min. A solution ... Starting materials: ice, [N+](=O)(O)[O-] (nitric acid), OS(=O)(=O)O.O=S(=O)=O (oleum), [N+](=O)([O-])OC1=CC=NC=C1 (4-Pyridol nitrate). Conditions: temperature 0 celsius, time 30 minute. Product: [N+](=O)([O-])C=1C=NC=CC1O (3-Nitropyridin-4-ol). RXN SMILES: [N+:1]([O-:4])(O)=[O:2].OS(O)(=O)=O.O=S(=O)=O.[N+]([O:17][C:18]1[CH:23]=[CH:22][N:21]=[CH:20][CH:19]=1)([O-])=O>>[N+:1]([C:19]1[CH:20]=[N:21][CH:22]=[CH:23][C:18]=1[OH:17])([O-:4])=[O:2] |f:1.2|. Procedure details: A nitric acid solution (HNO3>90%, 13.3 ml) is added slowly to a solution of oleum (H2SO4 containing 20% SO3, d=1.9, 10.5 ml) cooled to 0° C. 4-Pyridol nitrate (10 g, 63 mmol) is added, at 0° C., to the mixture, which is then heated at 90° C. for 1 h 30 min. The reaction mixture is poured over 50 g of ice. The suspension is stirred for 30 min at 0° C. and is then filtered. The solid is washed with a few ml of water and then air-dried. 6.59 g of product are obtained in the form of a white powder. The reactants are C(#N)C(C(=O)O)CC1=CC(=C(C=C1)OC)O (α-cyano-3-hydroxy-4-methoxydihydrocinnamic acid), N1=CC=CC2=CC=CC=C12 (quinoline), C(=O)=O (CO2). Conditions: temperature 165 celsius, time 45 minute. The product is OC=1C=C(C=CC1OC)CCC#N (β-(3-hydroxy-4-methoxyphenyl)propionitrile). Isolated yield 70.0%. As a reaction SMILES: [C:1]([CH:3]([CH2:7][C:8]1[CH:13]=[CH:12][C:11]([O:14][CH3:15])=[C:10]([OH:16])[CH:9]=1)C(O)=O)#[N:2].N1C2C(=CC=CC=2)C=CC=1.C(=O)=O>>[OH:16][C:10]1[CH:9]=[C:8]([CH2:7][CH2:3][C:1]#[N:2])[CH:13]=[CH:12][C:11]=1[O:14][CH3:15]. Reported procedure: A 100 ml. round bottom flask equipped with a magnetic stirrer, cold water condenser, CO2 outlet and bubbler, and a heated oil bath was charged with 14.9 g. of crude α-cyano-3-hydroxy-4-methoxydihydrocinnamic acid (above) and freshly redistilled quinoline (8 ml.). The acid underwent smooth decarboxylation at an oil bath temperature of 150°-155°C with CO2 evolution continuing 45 min. The mixture was then heated 1 hour at 165°C (oil bath) and permitted to cool to room temperature. For workup, the c... Reaction SMILES: [N:1]([C:4]([CH3:17])([CH3:16])[CH2:5][C:6]1[CH:11]=[CH:10][C:9]([C:12]([F:15])([F:14])[F:13])=[CH:8][CH:7]=1)=[N+]=[N-].[H][H]>C(OCC)(=O)C.[C+4].[OH-].[Pd+2].[OH-].[OH-].[OH-].[OH-].[OH-]>[CH3:17][C:4]([NH2:1])([CH3:16])[CH2:5][C:6]1[CH:7]=[CH:8][C:9]([C:12]([F:13])([F:14])[F:15])=[CH:10][CH:11]=1 |f:3.4.5.6.7.8.9.10|. Procedure details: 25.4 g of 1-(2-azido-2-methylpropyl)-4-(trifluoromethyl)benzene was dissolved in 210 mL of ethyl acetate and mixed with 0.84 g of 20 wt % palladium hydroxide carbon. The atmosphere in the reaction vessel was replaced with hydrogen gas, and the reaction solution was stirred at room temperature for 18 hours. After completion of the reaction, the palladium hydroxide carbon was filtered off, and the filtrate was mixed with 3 M hydrochloric acid and separated. The aqueous layer was basified with 5 M ... Yields the product CC(CC1=CC=C(C=C1)C(F)(F)F)(C)N (2-methyl-1-(4-(trifluoromethyl)phenyl)propan-2-amine). The reagents and catalysts are [C+4].[OH-].[Pd+2].[OH-].[OH-].[OH-].[OH-].[OH-] (palladium hydroxide carbon). The reactants are N(=[N+]=[N-])C(CC1=CC=C(C=C1)C(F)(F)F)(C)C (1-(2-azido-2-methylpropyl)-4-(trifluoromethyl)benzene), [H][H] (hydrogen). Run in C(C)(=O)OCC (ethyl acetate). Conditions: time 18 hour. The yield is 18.8%. The reactants are OC1=C(C=CC=C1)C(C)=O (2′-hydroxyacetophenone), C(C1=CC=CC=C1)Br (benzylbromide), C(=O)([O-])[O-].[K+].[K+] (K2CO3). Run in CC(=O)C (acetone), CCOC(=O)C (AcOEt), O (water). The product is C(C1=CC=CC=C1)OCC(=O)C1=CC=CC=C1 (2-Benzyloxyacetophenone). As a reaction SMILES: O[C:2]1[CH:7]=[CH:6][CH:5]=[CH:4][C:3]=1[C:8](=[O:10])[CH3:9].[CH2:11](Br)[C:12]1[CH:17]=[CH:16][CH:15]=[CH:14][CH:13]=1.C([O-])([O-])=[O:20].[K+].[K+]>CC(C)=O.CCOC(C)=O.O>[CH2:11]([O:20][CH2:9][C:8]([C:3]1[CH:4]=[CH:5][CH:6]=[CH:7][CH:2]=1)=[O:10])[C:12]1[CH:17]=[CH:16][CH:15]=[CH:14][CH:13]=1 |f:2.3.4|. Reported procedure: A mixture of 2′-hydroxyacetophenone (68.1 g, 0.500 mol), benzylbromide (65.4 ml, 94.1 g, 0.550 mol) and K2CO3 (103 g, 0.750 mol) in acetone (1.00L) was stirred and heated to reflux overnight. The resulting mixture was concentrated under reduced pressure to obtain a residue. The obtained residue was dissolved in the mixture of AcOEt and water and then extracted with AcOEt. The extract was washed with brine, dried over magnesium sulfate, filtered, and concentrated under reduced pressure to give a ... Starting materials: IC (iodomethane), [H-].[Na+] (NaH), NC1=C(N=C2C(=N1)SC=C2)C(=O)OCC (ethyl 3-aminothieno[2,3-b]pyrazine-2-carboxylate). Solvent: CO (MeOH), C1CCOC1 (THF), C1CCOC1 (THF). Reaction conditions: time 2 hour. The product is CNC=1C(=NC2=C(N1)SC=C2)C(=O)OCC (Ethyl 3-(N-methylamino)thieno[2,3]pyrazine-2-carboxylate). Isolated yield 83.2%. RXN SMILES: [H-].[Na+].[NH2:3][C:4]1[N:9]=[C:8]2[S:10][CH:11]=[CH:12][C:7]2=[N:6][C:5]=1[C:13]([O:15][CH2:16][CH3:17])=[O:14].I[CH3:19]>C1COCC1.CO>[CH3:19][NH:3][C:4]1[C:5]([C:13]([O:15][CH2:16][CH3:17])=[O:14])=[N:6][C:7]2[CH:12]=[CH:11][S:10][C:8]=2[N:9]=1 |f:0.1|. Procedure details: To a stirred suspension of neat NaH (0.82 g, 3.40 mmol) in 10 ml THF at -78° C. was canulated a cold (-78° C.) 20 ml THF solution of ethyl 3-aminothieno[2,3-b]pyrazine-2-carboxylate (0.690 g, 3.09 mmol). The reaction mixture was allowed to warm to rt, stir for 2 h and was then treated with iodomethane (0.460 g, 3.24 mmol). After stirring for 12 h at rt, the mixture was diluted with 5 ml MeOH and concentrated. Purification by column chromatography on silica gel eluting first with 10:1 then 5:1 he... Starting materials: CN1N=CC(=C1C(NC1=CC=2N(C=C1)N=C(N2)C2=CC=CC=C2)=O)C(=O)O (1-methyl-5-(2-phenyl-[1,2,4]triazolo[1,5-a]pyridin-7-ylcarbamoyl)-1H-pyrazole-4-carboxylic acid), CNCC=1C=NC(=CC1)C (N-methyl-1-(6-methylpyridin-3-yl)methanamine), C(C)(C)N(CC)C(C)C (diisopropylethylamine), CCCP(=O)=O (propylphosphonic anhydride). Solvent: O1CCCC1 (tetrahydrofurane). Run at temperature 70 celsius, time 20 hour. Yields the product CN(C(=O)C=1C=NN(C1C(=O)NC1=CC=2N(C=C1)N=C(N2)C2=CC=CC=C2)C)CC=2C=NC(=CC2)C (N4,1-dimethyl-N4-((6-methylpyridin-3-yl)methyl)-N5-(2-phenyl-[1,2,4]triazolo[1,5-a]pyridin-7-yl)-1H-pyrazole-4,5-dicarboxamide). Isolated yield 93.5%. As a reaction SMILES: [CH3:1][N:2]1[C:6]([C:7](=[O:24])[NH:8][C:9]2[CH:14]=[CH:13][N:12]3[N:15]=[C:16]([C:18]4[CH:23]=[CH:22][CH:21]=[CH:20][CH:19]=4)[N:17]=[C:11]3[CH:10]=2)=[C:5]([C:25]([OH:27])=O)[CH:4]=[N:3]1.[CH3:28][NH:29][CH2:30][C:31]1[CH:32]=[N:33][C:34]([CH3:37])=[CH:35][CH:36]=1.C(N(C(C)C)CC)(C)C.CCCP(=O)=O>O1CCCC1>[CH3:28][N:29]([CH2:30][C:31]1[CH:32]=[N:33][C:34]([CH3:37])=[CH:35][CH:36]=1)[C:25]([C:5]1[CH:4]=[N:3][N:2]([CH3:1])[C:6]=1[C:7]([NH:8][C:9]1[CH:14]=[CH:13][N:12]2[N:15]=[C:16]([C:18]3[CH:19]=[CH:20][CH:21]=[CH:22][CH:23]=3)[N:17]=[C:11]2[CH:10]=1)=[O:24])=[O:27]. Procedure: A mixture of 1-methyl-5-(2-phenyl-[1,2,4]triazolo[1,5-a]pyridin-7-ylcarbamoyl)-1H-pyrazole-4-carboxylic acid (100 mg, 276 μmol), N-methyl-1-(6-methylpyridin-3-yl)methanamine (50 mg, 367 μmol), diisopropylethylamine (145 μl, 828 μmol) and propylphosphonic anhydride (50% in ethyl acetate, 407 μl, 690 μmol) in tetrahydrofurane (7.00 ml) is stirred for 20 hours at 70° C. under nitrogen atmosphere. The solvent is evaporated and to the residue is added sat. aqueous sodium hydrogencarbonate solution. T... Reactants: COC([C@H](CC1=C(C=C(C=C1)OCC=1N=C(OC1C)C1=C(C=CC=C1)C)F)OCC)=O ((S)-2-ethoxy-3-[2-fluoro-4-(5-methyl-2-o-tolyl-oxazol-4-ylmethoxy)-phenyl]-propionic acid methyl ester), [Li+].[OH-] (LiOH). The product is C(C)O[C@H](C(=O)O)CC1=C(C=C(C=C1)OCC=1N=C(OC1C)C1=C(C=CC=C1)C)F ((S)-2-ethoxy-3-[2-fluoro-4-(5-methyl-2-o-tolyl-oxazol-4-ylmethoxy)-phenyl]-propionic acid). Reaction SMILES: C[O:2][C:3](=[O:31])[C@@H:4]([O:28][CH2:29][CH3:30])[CH2:5][C:6]1[CH:11]=[CH:10][C:9]([O:12][CH2:13][C:14]2[N:15]=[C:16]([C:20]3[CH:25]=[CH:24][CH:23]=[CH:22][C:21]=3[CH3:26])[O:17][C:18]=2[CH3:19])=[CH:8][C:7]=1[F:27].[Li+].[OH-]>>[CH2:29]([O:28][C@@H:4]([CH2:5][C:6]1[CH:11]=[CH:10][C:9]([O:12][CH2:13][C:14]2[N:15]=[C:16]([C:20]3[CH:25]=[CH:24][CH:23]=[CH:22][C:21]=3[CH3:26])[O:17][C:18]=2[CH3:19])=[CH:8][C:7]=1[F:27])[C:3]([OH:31])=[O:2])[CH3:30] |f:1.2|. Reported procedure: In analogy to the procedure described in example 1 g], (S)-2-ethoxy-3-[2-fluoro-4-(5-methyl-2-o-tolyl-oxazol-4-ylmethoxy)-phenyl]-propionic acid methyl ester was treated with LiOH to obtain (S)-2-ethoxy-3-[2-fluoro-4-(5-methyl-2-o-tolyl-oxazol-4-ylmethoxy)-phenyl]-propionic acid as colorless liquid. Reactants: CC(=O)O, C=Cc1c(F)c(F)c(F)c2c1c(=O)c(C(=O)OCC)cn2C1CC1, O, O=S(=O)(O)O. Product: C=Cc1c(F)c(F)c(F)c2c1c(=O)c(C(=O)O)cn2C1CC1. As a reaction SMILES: [CH3:31][C:32](=[O:33])[OH:34].[CH:1]1([n:4]2[cH:5][c:6]([C:20](=[O:21])[O:22][CH2:23][CH3:24])[c:7](=[O:19])[c:8]3[c:9]([CH:17]=[CH2:18])[c:10]([F:16])[c:11]([F:15])[c:12]([F:14])[c:13]23)[CH2:2][CH2:3]1.[OH2:25].[S:26](=[O:27])(=[O:28])([OH:29])[OH:30]>>[CH:1]1([n:4]2[cH:5][c:6]([C:20](=[O:21])[OH:22])[c:7](=[O:19])[c:8]3[c:9]([CH:17]=[CH2:18])[c:10]([F:16])[c:11]([F:15])[c:12]([F:14])[c:13]23)[CH2:2][CH2:3]1. The reactants are C(C1=CC=CC=C1)OC=1C2=C(C=3CN(C(C3C1)=O)C(=O)OC(C)(C)C)O[C@]13[C@](C2)([C@H](CC[C@H]1C(C(CC3)=O)(C)C)C)C ((6aR,7S,9aS,13aS)-5-benzyloxy-2-(t-butoxycarbonyl)-2,3,6,6a,7,8,9,9a,10,11,12,13-dodecahydro-6a,7,10,10-tetramethyl-3, 11-dioxo-1H-benzo[8,8a][1]benzopyrano[2,3-e]isoindole), C1(=CC=CC=C1)P(C1=CC=CC=C1)C1=CC=CC=C1 (triphenylphosphine), N=[N+]=[N-].C1=CC=CC=C1 (hydrazoic acid benzene), N(=NC(=O)OCC)C(=O)OCC (diethyl azodicarboxylate). The solvent is C1=CC=CC=C1 (benzene). Yields the product N(=[N+]=[N-])[C@H]1CC[C@]23[C@](CC4=C(C=5CN(C(C5C=C4OCC4=CC=CC=C4)=O)C(=O)OC(C)(C)C)O2)([C@H](CC[C@H]3C1(C)C)C)C ((6aR,7S,9aS,11S,13aS)-11-azido-5-benzyloxy-2-(t-butoxycarbonyl)-2,3,6,6a,7,8,9,9a,10,11,12,13-dodecahydro-6a,7,10,10-tetramethyl-3-oxo-1H-benzo[8,8a][1]benzopyrano[2,3-e]isoindole). Yield: 65.8%. Reaction SMILES: [CH2:1]([O:8][C:9]1[C:10]2[CH2:29][C@:28]3([CH3:42])[C@@H:30]([CH3:41])[CH2:31][CH2:32][C@H:33]4[C:34]([CH3:40])([CH3:39])[C:35](=O)[CH2:36][CH2:37][C@@:27]34[O:26][C:11]=2[C:12]2[CH2:13][N:14]([C:19]([O:21][C:22]([CH3:25])([CH3:24])[CH3:23])=[O:20])[C:15](=[O:18])[C:16]=2[CH:17]=1)[C:2]1[CH:7]=[CH:6][CH:5]=[CH:4][CH:3]=1.C1(P(C2C=CC=CC=2)C2C=CC=CC=2)C=CC=CC=1.[NH:62]=[N+:63]=[N-:64].C1C=CC=CC=1.N(C(OCC)=O)=NC(OCC)=O>C1C=CC=CC=1>[N:62]([C@@H:35]1[C:34]([CH3:39])([CH3:40])[C@H:33]2[C@@:27]3([O:26][C:11]4[C:12]5[CH2:13][N:14]([C:19]([O:21][C:22]([CH3:23])([CH3:25])[CH3:24])=[O:20])[C:15](=[O:18])[C:16]=5[CH:17]=[C:9]([O:8][CH2:1][C:2]5[CH:7]=[CH:6][CH:5]=[CH:4][CH:3]=5)[C:10]=4[CH2:29][C@:28]3([CH3:42])[C@@H:30]([CH3:41])[CH2:31][CH2:32]2)[CH2:37][CH2:36]1)=[N+:63]=[N-:64] |f:2.3|. Reported procedure: To a solution of Compound (38a) (Step-3 in Example 42) (690 mg, 1.20 mmol) in 35 ml of dry benzene were added dropwise 480 mg (1.83 mmol) of triphenylphosphine and 1.0 ml (1.88 mmol) of 1.9M hydrazoic acid/benzene solution at room temperature with stirring, followed by the addition of 290 μl (1.84 mmol) of diethyl azodicarboxylate and stirring at 80° C. for 20 min. After cooling to room temperature, the solvent was evaporated under reduced pressure. The residue was purified by a column chromatog...